This data is from the Open Reaction Database (ORD), a public repository of structured organic reaction records. The task is: describe an organic reaction: reactants, conditions, products, and yield Procedure: To a mixture of 1.5 g of 2,5-dimercapto-1,3,4-thiadiazole, 1.3 g of anhydrous potassium carbonate, and 20 ml of N,N-dimethylformamide was added 1.6 g of 3-bromopropionic acid, whereby the red color of the reaction mixture began to gradually fade and the reaction mixture became yellow. Then, the reaction mixture was poured into 100 ml of ice water and extracted with 30 ml of ethyl acetate three times. The extract thus obtained was washed with water and extracted with 20 ml of an aqueous solution ... The reactants are ice water, SC=1SC(=NN1)S (2,5-dimercapto-1,3,4-thiadiazole), C([O-])([O-])=O.[K+].[K+] (potassium carbonate), BrCCC(=O)O (3-bromopropionic acid). RXN SMILES: [SH:1][C:2]1[S:3][C:4]([SH:7])=[N:5][N:6]=1.C(=O)([O-])[O-].[K+].[K+].Br[CH2:15][CH2:16][C:17]([OH:19])=[O:18]>CN(C)C=O>[SH:7][C:4]1[S:3][C:2]([S:1][CH2:15][CH2:16][C:17]([OH:19])=[O:18])=[N:6][N:5]=1 |f:1.2.3|. Yields the product SC1=NN=C(S1)SCCC(=O)O (3-[(5-mercapto-1,3,4-thiadiazol-2-yl)thio]propionic acid). Yield: 34.2%. Run in CN(C=O)C (N,N-dimethylformamide).